From a dataset of the Open Reaction Database (ORD), a public repository of structured organic reaction records. describe an organic reaction: reactants, conditions, products, and yield Reaction SMILES: [CH3:27][OH:28].[F:12][C:13]([c:14]1[cH:15][cH:16][c:17]([CH:20]=[CH:21][C:22](=[O:23])[OH:24])[cH:18][cH:19]1)([F:25])[F:26].[NH2:1][c:2]1[c:3]2[cH:4][cH:5][n:6][cH:7][c:8]2[cH:9][cH:10][cH:11]1>>[NH:1]([c:2]1[c:3]2[cH:4][cH:5][n:6][cH:7][c:8]2[cH:9][cH:10][cH:11]1)[C:22]([CH:21]=[CH:20][c:17]1[cH:16][cH:15][c:14]([C:13]([F:12])([F:25])[F:26])[cH:19][cH:18]1)=[O:23]. Reactants: CO, O=C(O)C=Cc1ccc(C(F)(F)F)cc1, Nc1cccc2cnccc12. Yields the product O=C(C=Cc1ccc(C(F)(F)F)cc1)Nc1cccc2cnccc12. Reactants: C(C)(C)(C)OC(=O)CN(C(=O)C(CCC(=O)OC)CS(=O)(=O)C1=CC2=CC=CC=C2C=C1)CCCCC (Methyl 4-(N-tert-butoxycarbonylmethyl-N-pentylcarbamoyl)-5-(2-naphthylsulfonyl)pentanoate). Run in FC(C(=O)O)(F)F (trifluoroacetic acid). Reaction conditions: time 2 hour. Yields the product COC(=O)CCC(C(=O)N(CC(=O)O)CCCCC)CS(=O)(=O)C1=CC2=CC=CC=C2C=C1 (N-[2-(2-methoxycarbonylethyl)-3-(2-naphthylsulfonyl)propionyl]-N-pentylglycine). Isolated yield 80.8%. Reaction SMILES: C([O:5][C:6]([CH2:8][N:9]([CH2:33][CH2:34][CH2:35][CH2:36][CH3:37])[C:10]([CH:12]([CH2:19][S:20]([C:23]1[CH:32]=[CH:31][C:30]2[C:25](=[CH:26][CH:27]=[CH:28][CH:29]=2)[CH:24]=1)(=[O:22])=[O:21])[CH2:13][CH2:14][C:15]([O:17][CH3:18])=[O:16])=[O:11])=[O:7])(C)(C)C>FC(F)(F)C(O)=O>[CH3:18][O:17][C:15]([CH2:14][CH2:13][CH:12]([CH2:19][S:20]([C:23]1[CH:32]=[CH:31][C:30]2[C:25](=[CH:26][CH:27]=[CH:28][CH:29]=2)[CH:24]=1)(=[O:21])=[O:22])[C:10]([N:9]([CH2:33][CH2:34][CH2:35][CH2:36][CH3:37])[CH2:8][C:6]([OH:7])=[O:5])=[O:11])=[O:16]. Reported procedure: Methyl 4-(N-tert-butoxycarbonylmethyl-N-pentylcarbamoyl)-5-(2-naphthylsulfonyl)pentanoate (0.47 g) was dissolved in trifluoroacetic acid (5 ml) at 0° C., and stirred at room temperature for 2 hours. After the reaction mixture was concentrated in vacuo, the resulting residue was purified by flash column chromatography on silica eluting with chloroform/methanol (15:1) to give 0.34 g of N-[2-(2-methoxycarbonylethyl)-3-(2-naphthylsulfonyl)propionyl]-N-pentylglycine as an amorphous solid. ##STR18##